This data is from the Open Reaction Database (ORD), a public repository of structured organic reaction records. The task is: describe an organic reaction: reactants, conditions, products, and yield The reactants are CCO, [H][H], Cc1cc([N+](=O)[O-])c(C)c2c1OCCO2. The product is Cc1cc(N)c(C)c2c1OCCO2. Reaction SMILES: [CH3:18][CH2:19][OH:20].[H:16][H:17].[N+:1]([O-:2])(=[O:3])[c:4]1[c:5]([CH3:15])[c:6]2[c:7]([c:12]([CH3:14])[cH:13]1)[O:8][CH2:9][CH2:10][O:11]2>>[NH2:1][c:4]1[c:5]([CH3:15])[c:6]2[c:7]([c:12]([CH3:14])[cH:13]1)[O:8][CH2:9][CH2:10][O:11]2.